From a dataset of the Open Reaction Database (ORD), a public repository of structured organic reaction records. describe an organic reaction: reactants, conditions, products, and yield Reactants: O=C1CCC(=O)N1Br, O=C(OOC(=O)c1ccccc1)c1ccccc1, ClC(Cl)(Cl)Cl, c1ccc2c(c1)Cc1ccccc1-2. Product: BrC1c2ccccc2-c2ccccc21. Reaction SMILES: [Br:14][N:15]1[C:16](=[O:17])[CH2:18][CH2:19][C:20]1=[O:21].[C:22]([O:23][O:24][C:25](=[O:26])[c:27]1[cH:28][cH:29][cH:30][cH:31][cH:32]1)(=[O:33])[c:34]1[cH:35][cH:36][cH:37][cH:38][cH:39]1.[C:40]([Cl:41])([Cl:42])([Cl:43])[Cl:44].[CH2:1]1[c:2]2[cH:3][cH:4][cH:5][cH:6][c:7]2-[c:8]2[cH:9][cH:10][cH:11][cH:12][c:13]21>>[CH:1]1([Br:14])[c:2]2[cH:3][cH:4][cH:5][cH:6][c:7]2-[c:8]2[cH:9][cH:10][cH:11][cH:12][c:13]21.